Dataset: the Open Reaction Database (ORD), a public repository of structured organic reaction records. Task: describe an organic reaction: reactants, conditions, products, and yield Reactants: C(C)C1=C2C(=CC=C(C2=CC=C1)C=O)O (5-ethyl-4-hydroxy-1-naphthalenecarbaldehyde), S(=O)(=O)(Cl)Cl (sulfuryl chloride), O (water). The solvent is C1=CC=CC=C1 (benzene). The product is ClC=1C=C(C2=CC=CC(=C2C1O)CC)C=O (3-chloro-5-ethyl-4-hydroxy-1-naphthalenecarbaldehyde). Reaction SMILES: [CH2:1]([C:3]1[CH:12]=[CH:11][CH:10]=[C:9]2[C:4]=1[C:5]([OH:15])=[CH:6][CH:7]=[C:8]2[CH:13]=[O:14])[CH3:2].S(Cl)([Cl:19])(=O)=O.O>C1C=CC=CC=1>[Cl:19][C:6]1[CH:7]=[C:8]([CH:13]=[O:14])[C:9]2[C:4]([C:5]=1[OH:15])=[C:3]([CH2:1][CH3:2])[CH:12]=[CH:11][CH:10]=2. Procedure details: 0.81 g of 5-ethyl-4-hydroxy-1-naphthalenecarbaldehyde and 0.49 ml of sulfuryl chloride were heated in 30 ml of benzene under reflux for 30 minutes. The reaction solution was returned to room temperature and poured into water, followed by extraction with ethyl acetate. The resultant organic phase was washed with a saturated saline solution and dried with anhydrous magnesium sulfate, followed by concentration under reduced pressure. The resultant crystals were washed with isopropyl ether to obtain... Starting materials: C(C)(=O)OCC (Ethyl acetate), C(C#CC)N1C(=NC=2NC(N(C(C12)=O)C)=O)N1CCN(CC1)C(=O)OC(C)(C)C (t-butyl 4-[7-(2-butynyl)-1-methyl-2,6-dioxo-2,3,6,7-tetrahydro-1H-purin-8-yl]piperazine-1-carboxylate), BrC(C(=O)OCC)C (ethyl 2-bromopropionate), C([O-])([O-])=O.[K+].[K+] (potassium carbonate). Run in CN(C=O)C (N,N-dimethylformamide). Run at temperature 50 celsius, time 8 hour. Product: C(C#CC)N1C(=NC=2N=C(N(C(C12)=O)C)OC(C)C(=O)O)N1CCN(CC1)C(=O)OC(C)(C)C (t-butyl 4-[7-(2-butynyl)-2-(1-carboxyethoxy)-1-methyl-6-oxo-6,7-dihydro-1H-purin-8-yl]piperazine-1-carboxylate). RXN SMILES: [CH2:1]([N:5]1[C:13]2[C:12](=[O:14])[N:11]([CH3:15])[C:10](=[O:16])[NH:9][C:8]=2[N:7]=[C:6]1[N:17]1[CH2:22][CH2:21][N:20]([C:23]([O:25][C:26]([CH3:29])([CH3:28])[CH3:27])=[O:24])[CH2:19][CH2:18]1)[C:2]#[C:3][CH3:4].Br[CH:31]([CH3:37])[C:32]([O:34]CC)=[O:33].C(=O)([O-])[O-].[K+].[K+].C(OCC)(=O)C>CN(C)C=O>[CH2:1]([N:5]1[C:13]2[C:12](=[O:14])[N:11]([CH3:15])[C:10]([O:16][CH:31]([C:32]([OH:34])=[O:33])[CH3:37])=[N:9][C:8]=2[N:7]=[C:6]1[N:17]1[CH2:18][CH2:19][N:20]([C:23]([O:25][C:26]([CH3:29])([CH3:28])[CH3:27])=[O:24])[CH2:21][CH2:22]1)[C:2]#[C:3][CH3:4] |f:2.3.4|. Procedure: 8 mg of t-butyl 4-[7-(2-butynyl)-1-methyl-2,6-dioxo-2,3,6,7-tetrahydro-1H-purin-8-yl]piperazine-1-carboxylate and 10 mg of ethyl 2-bromopropionate were dissolved in 0.2 ml of N,N-dimethylformamide, and 10 mg of potassium carbonate was added thereto. The mixture was stirred at 50° C. overnight. Ethyl acetate was added to the reaction solution, and the mixture was washed with water and 1N hydrochloric acid. The organic layer was concentrated to give t-butyl 4-[7-(2-butynyl)-2-(1-carboxyethoxy)-1-m...